Dataset: the Open Reaction Database (ORD), a public repository of structured organic reaction records. Task: describe an organic reaction: reactants, conditions, products, and yield Starting materials: CC=1N=C2N(C=C(C(=C2O)CCC(C2=CC=CC=C2)=O)C(=O)OCC)C1C (ethyl 2,3-dimethyl-8-hydroxy-7-(3′-oxo-3′-phenylpropyl)-imidazo[1,2-a]pyridine-6-carboxylate), [BH4-].[Na+] (sodium borohydride), [Cl-].[NH4+] (ammonium chloride). Solvent: C(C)O (ethanol). Run at time 2.75 hour. The product is CC=1N=C2N(C=C(C(=C2O)CCC(C2=CC=CC=C2)O)C(=O)OCC)C1C (Ethyl 2,3-dimethyl-8-hydroxy-7-(3′-hydroxy-3′-phenylpropyl)-imidazo[1,2-a]pyridine-6-carboxylate). Isolated yield 96.3%. RXN SMILES: [CH3:1][C:2]1[N:3]=[C:4]2[C:9]([OH:10])=[C:8]([CH2:11][CH2:12][C:13](=[O:20])[C:14]3[CH:19]=[CH:18][CH:17]=[CH:16][CH:15]=3)[C:7]([C:21]([O:23][CH2:24][CH3:25])=[O:22])=[CH:6][N:5]2[C:26]=1[CH3:27].[BH4-].[Na+].[Cl-].[NH4+]>C(O)C>[CH3:1][C:2]1[N:3]=[C:4]2[C:9]([OH:10])=[C:8]([CH2:11][CH2:12][CH:13]([OH:20])[C:14]3[CH:19]=[CH:18][CH:17]=[CH:16][CH:15]=3)[C:7]([C:21]([O:23][CH2:24][CH3:25])=[O:22])=[CH:6][N:5]2[C:26]=1[CH3:27] |f:1.2,3.4|. Reported procedure: A solution of ethyl 2,3-dimethyl-8-hydroxy-7-(3′-oxo-3′-phenylpropyl)-imidazo[1,2-a]pyridine-6-carboxylate (714 mg, 1.95 mmol) in ethanol (20 ml) is treated with sodium borohydride (74 mg, 1.95 mmol). The reaction mixture is stirred for 2.75 hours at ambient temperature. At 0° C. saturated ammonium chloride solution (20 ml) is added. The solution is evaporated until most of the ethanol has been removed and is extracted with dichloromethane (3×20 ml). The combined organic phases are dried over so... Reactants: O (Water), [OH-].[Na+] (NaOH), BrC1=CC(=C(C=C1)F)C(F)(F)F (1-bromo-4-fluoro-3-(trifluoromethyl)benzene), [C-]#N.[K+] (potassium cyanide), CS(=O)C (DMSO), CS(=O)C (DMSO). Reaction conditions: temperature 80 celsius. The product is BrC1=CC(=C(C(=O)O)C=C1)C(F)(F)F (4-Bromo-2-(trifluoromethyl)-benzoic acid). RXN SMILES: [Br:1][C:2]1[CH:7]=[CH:6][C:5](F)=[C:4]([C:9]([F:12])([F:11])[F:10])[CH:3]=1.[C-]#N.[K+].[OH2:16].[OH-:17].[Na+].[CH3:19]S(C)=O>>[Br:1][C:2]1[CH:7]=[CH:6][C:5]([C:19]([OH:17])=[O:16])=[C:4]([C:9]([F:12])([F:11])[F:10])[CH:3]=1 |f:1.2,4.5|. Reported procedure: A mixture of 1-bromo-4-fluoro-3-(trifluoromethyl)benzene (5.02 g) and potassium cyanide (1.38 g) in DMSO (20 ml) was heated at 80° C. for 14 h. Water was added and the mixture was extracted ether, the organic extracts were dried (MgSO4) and evaporated to give a brown oil. This was dissolved in DMSO (10 ml) and 4 M NaOH (10 ml) and heated at 100° C. for 16 h. 2 M Hcl (20 ml) was added and the mixture was extracted with DCM (three times), the organic extracts were dried (MgSO4), evaporated and pur...